Task: describe an organic reaction: reactants, conditions, products, and yield. Dataset: the Open Reaction Database (ORD), a public repository of structured organic reaction records Reactants: [H-].[K+] (potassium hydride), C(C)(C)(C)C=1C=CC=2CC3=CC=C(C=C3C2C1)C(C)(C)C (3,6-di-tert-butylfluorene), C(C=C)OC1=C(C=C(C=C1C(C)(C)C)C)[Si](CC)(CC)Cl ((2-allyloxy-3-tert-butyl-5-methylphenyl)chlorodiethylsilane), [H-].[K+] (potassium hydride), aqueous solution, C(O)([O-])=O.[Na+] (sodium hydrogen carbonate), aqueous solution, C([O-])([O-])=O.[Na+].[Na+] (sodium carbonate). Solvent: C1(=CC=CC=C1)C (toluene), C1CCOC1 (THF), C1CCOC1 (THF), CCCCCC (hexane), C1CCOC1 (THF). Reaction conditions: time 2 hour. Product: C(C=C)OC1=C(C=C(C=C1C(C)(C)C)C)[Si](CC)(CC)C1C2=CC=C(C=C2C=2C=C(C=CC12)C(C)(C)C)C(C)(C)C ((2-allyloxy-3-tert-butyl-5-methylphenyl)(3,6-di-tert-butylfluoren-9-yl)diethylsilane). As a reaction SMILES: [H-].[K+].[C:3]([C:7]1[CH:8]=[CH:9][C:10]2[CH2:11][C:12]3[C:17]([C:18]=2[CH:19]=1)=[CH:16][C:15]([C:20]([CH3:23])([CH3:22])[CH3:21])=[CH:14][CH:13]=3)([CH3:6])([CH3:5])[CH3:4].[CH2:24]([O:27][C:28]1[C:33]([C:34]([CH3:37])([CH3:36])[CH3:35])=[CH:32][C:31]([CH3:38])=[CH:30][C:29]=1[Si:39](Cl)([CH2:42][CH3:43])[CH2:40][CH3:41])[CH:25]=[CH2:26].C(=O)([O-])O.[Na+].C(=O)([O-])[O-].[Na+].[Na+]>CCCCCC.C1COCC1.C1(C)C=CC=CC=1>[CH2:24]([O:27][C:28]1[C:33]([C:34]([CH3:35])([CH3:36])[CH3:37])=[CH:32][C:31]([CH3:38])=[CH:30][C:29]=1[Si:39]([CH:11]1[C:10]2[CH:9]=[CH:8][C:7]([C:3]([CH3:6])([CH3:5])[CH3:4])=[CH:19][C:18]=2[C:17]2[C:12]1=[CH:13][CH:14]=[C:15]([C:20]([CH3:23])([CH3:22])[CH3:21])[CH:16]=2)([CH2:40][CH3:41])[CH2:42][CH3:43])[CH:25]=[CH2:26] |f:0.1,4.5,6.7.8|. Procedure: There was washed 1.50 g (11.22 mmol) of potassium hydride having a purity of 30% by weight with each 3 mL of hexane three times in an atmosphere of nitrogen, and 18 mL of THF was added thereto. To the obtained THF slurry of potassium hydride, 2.50 g (8.98 mml) of 3,6-di-tert-butylfluorene was added dropwise at 0° C. using 18 mL of a THF solution thereof. The obtained mixture was stirred for 2 hours at a room temperature, and then 2.92 g (8.98 mmol) of (2-allyloxy-3-tert-butyl-5-methylphenyl)chlo... Starting materials: C1CCOC1, COc1ccc(-c2ncc(F)c(N(C)CCCOc3ccc4c(ccn4C(C)C(=O)[O-])c3)n2)cc1, CO, [Li+], [OH-], O. Product: COc1ccc(-c2ncc(F)c(N(C)CCCOc3ccc4c(ccn4CC(=O)O)c3)n2)cc1. As a reaction SMILES: [CH2:41]1[O:42][CH2:43][CH2:44][CH2:45]1.[CH3:1][CH:2]([C:3](=[O:4])[O-:5])[n:6]1[cH:7][cH:8][c:9]2[cH:10][c:11]([O:15][CH2:16][CH2:17][CH2:18][N:19]([CH3:20])[c:21]3[n:22][c:23](-[c:28]4[cH:29][cH:30][c:31]([O:34][CH3:35])[cH:32][cH:33]4)[n:24][cH:25][c:26]3[F:27])[cH:12][cH:13][c:14]12.[CH3:39][OH:40].[Li+:37].[OH-:38].[OH2:36]>>[CH2:2]([C:3](=[O:4])[OH:5])[n:6]1[cH:7][cH:8][c:9]2[cH:10][c:11]([O:15][CH2:16][CH2:17][CH2:18][N:19]([CH3:20])[c:21]3[n:22][c:23](-[c:28]4[cH:29][cH:30][c:31]([O:34][CH3:35])[cH:32][cH:33]4)[n:24][cH:25][c:26]3[F:27])[cH:12][cH:13][c:14]12. The reactants are NCC1N(CCCC1C)C(=O)C=1N=C(SC1C1=CC=C(C=C1)F)C ((2-(aminomethyl)-3-methylpiperidin-1-yl)(5-(4-fluorophenyl)-2-methylthiazol-4-yl)methanone), ClC1=NC=C(C=C1)C(F)(F)F (2-chloro-5-(trifluoromethyl)pyridine), C(=O)([O-])[O-].[K+].[K+] (K2CO3). Run in CC(=O)N(C)C (DMAC), CCOC(=O)C (EtOAc). Run at temperature 120 celsius, time 8 hour. The product is FC1=CC=C(C=C1)C1=C(N=C(S1)C)C(=O)N1[C@H]([C@H](CCC1)C)CNC1=NC=C(C=C1)C(F)(F)F (rac-cis-(5-(4-Fluorophenyl)-2-methylthiazol-4-yl)(3-methyl-2-(((5-(trifluoromethyl)pyridin-2-yl)amino)methyl)piperidin-1-yl)methanone). Reaction SMILES: [NH2:1][CH2:2][CH:3]1[CH:8]([CH3:9])[CH2:7][CH2:6][CH2:5][N:4]1[C:10]([C:12]1[N:13]=[C:14]([CH3:24])[S:15][C:16]=1[C:17]1[CH:22]=[CH:21][C:20]([F:23])=[CH:19][CH:18]=1)=[O:11].Cl[C:26]1[CH:31]=[CH:30][C:29]([C:32]([F:35])([F:34])[F:33])=[CH:28][N:27]=1.C([O-])([O-])=O.[K+].[K+]>CC(N(C)C)=O.CCOC(C)=O>[F:23][C:20]1[CH:19]=[CH:18][C:17]([C:16]2[S:15][C:14]([CH3:24])=[N:13][C:12]=2[C:10]([N:4]2[CH2:5][CH2:6][CH2:7][C@H:8]([CH3:9])[C@@H:3]2[CH2:2][NH:1][C:26]2[CH:31]=[CH:30][C:29]([C:32]([F:35])([F:34])[F:33])=[CH:28][N:27]=2)=[O:11])=[CH:22][CH:21]=1 |f:2.3.4|. Reported procedure: A mixture of (2-(aminomethyl)-3-methylpiperidin-1-yl)(5-(4-fluorophenyl)-2-methylthiazol-4-yl)methanone, 2-chloro-5-(trifluoromethyl)pyridine, and K2CO3 in DMAC was stirred at 120° C. overnight. The reaction mixture was diluted with EtOAc and washed with brine. The organic layer was separated, dried with MgSO4 and concentrated in vacuo. The crude residue was purified by chromatography on silica gel (EtOAc/hex) to give the title compound as a pale yellow oil which solidified. MS (ESI) 493.01 (M+H... Starting materials: BrC1=CC=C(O1)C(=O)Cl (5-bromofuran-2-carbonyl chloride), [OH-].[Na+] (NaOH), resultant mixture, C1COC2(CCC(CC2)=O)O1 (1,4-cyclohexanedione monoethyleneacetal), [Li+].C[Si](C)(C)[N-][Si](C)(C)C (LHMDS). Solvent: C1CCOC1 (THF), C1CCOC1 (THF). Reaction conditions: time 1 hour. Product: BrC1=CC=C(O1)C(=O)C1CC2(OCCO2)CCC1=O (7-(5-bromofuran-2-carbonyl)-1,4-dioxaspiro[4.5]decan-8-one). Yield: 39.1%. RXN SMILES: [CH2:1]1[O:11][C:4]2([CH2:9][CH2:8][C:7](=[O:10])[CH2:6][CH2:5]2)[O:3][CH2:2]1.[Li+].C[Si]([N-][Si](C)(C)C)(C)C.[Br:22][C:23]1[O:27][C:26]([C:28](Cl)=[O:29])=[CH:25][CH:24]=1.[OH-].[Na+]>C1COCC1>[Br:22][C:23]1[O:27][C:26]([C:28]([CH:8]2[C:7](=[O:10])[CH2:6][CH2:5][C:4]3([O:3][CH2:2][CH2:1][O:11]3)[CH2:9]2)=[O:29])=[CH:25][CH:24]=1 |f:1.2,4.5|. Reported procedure: Under N2 at about −35° C., to a stirred solution of 1,4-cyclohexanedione monoethyleneacetal (2.57 g, 16.5 mmol) in THF (30 mL) was added a solution of LHMDS (20% in THF, 18 mL, 18.8 mmol) over about 1 h. After stirred for another 1 h, the resulted solution was added dropwise to the solution of 5-bromofuran-2-carbonyl chloride (3.20 g, 15.7 mmol) in THF (30 mL) at about −35° C. over about 0.5 h and then stirred without cooling for about 1 h. NaOH solution (2.51 g in 300 mL of water, 62.8 mmol) wa... Reactants: [Si](C)(C)(C(C)(C)C)OC[C@@H]1N([C@@H]1C1=CC=C(C=C1)C(F)(F)F)C(=O)OC(C)(C)C ((2R,3R)-tert-butyl 2-((tert-butyldimethylsilyloxy)methyl)-3-(4-(trifluoromethyl)phenyl)aziridine 1-carboxylate), lithium dimethylcuprate, cuprous iodide, C[Li] (methyllithium), [Cl-].N (ammonia chloride), [OH-].N (ammonia hydroxide). The solvent is CCOCC (ether), CCOCC (ether). Conditions: time 20 minute. The product is [Si](C)(C)(C(C)(C)C)OC[C@H]([C@@H](C)C1=CC=C(C=C1)C(F)(F)F)NC(OC(C)(C)C)=O (tert-butyl (2S,3S)-1-(tert-butyldimethylsilyloxy)-3-(4-(trifluoromethyl)phenyl)butan-2-ylcarbamate), oil. Isolated yield 32.0%. RXN SMILES: [CH3:1][Li].[Si:3]([O:10][CH2:11][C@H:12]1[C@@H:14]([C:15]2[CH:20]=[CH:19][C:18]([C:21]([F:24])([F:23])[F:22])=[CH:17][CH:16]=2)[N:13]1[C:25]([O:27][C:28]([CH3:31])([CH3:30])[CH3:29])=[O:26])([C:6]([CH3:9])([CH3:8])[CH3:7])([CH3:5])[CH3:4].[Cl-].N.[OH-].N>CCOCC>[Si:3]([O:10][CH2:11][C@@H:12]([NH:13][C:25](=[O:26])[O:27][C:28]([CH3:31])([CH3:30])[CH3:29])[C@H:14]([C:15]1[CH:20]=[CH:19][C:18]([C:21]([F:24])([F:23])[F:22])=[CH:17][CH:16]=1)[CH3:1])([C:6]([CH3:9])([CH3:8])[CH3:7])([CH3:5])[CH3:4] |f:2.3,4.5|. Procedure: To a stirred slurry of cuprous iodide (7.9 g, 42 mmol) in 150 mL ether at 0° C. was added methyllithium (1.6 M solution in diethyl ether (52 mL, 83 mmol)). The mixture was stirred at this temperature for 20 minutes. A solution of (2R,3R)-tert-butyl 2-((tert-butyldimethylsilyloxy)methyl)-3-(4-(trifluoromethyl)phenyl)aziridine 1-carboxylate (6.00 g, 14 mmol) in 150 mL ether was added via cannula to the lithium dimethylcuprate solution. The mixture was stirred at 0° C. and monitored by TLC. When no... The solvent is CCCCCCC (Heptane), CCO (EtOH). Reported procedure: (R)-6-(1-(8-fluoro-6-(3-methylisoxazol-5-yl)-[1,2,4]triazolo[4,3-a]pyridin-3-yl)ethyl)-1,6-naphthyridin-5(6H)-one (2R)—N′-(3-fluoro-5-(3-methylisoxazol-5-yl)pyridin-2-yl)-2-(5-oxo-1,6-naphthyridin-6(5H)-yl)propanehydrazide (1.9 g, 4.7 mmol) and triphenylphosphine (1.8 g, 7.0 mmol) were taken up in THF (47 ml, 4.7 mmol). TMS-azide (0.93 ml, 7.0 mmol) was added, followed by slow addition of DEAD (1.1 ml, 7.0 mmol) and the reaction was stirred at room temperature for 50 minutes (monitored temperatu... Conditions: time 50 minute. Starting materials: FC=1C(=NC=C(C1)C1=CC(=NO1)C)NNC([C@@H](C)N1C(C=2C=CC=NC2C=C1)=O)=O.FC=1C=2N(C=C(C1)C1=CC(=NO1)C)C(=NN2)[C@@H](C)N2C(C=1C=CC=NC1C=C2)=O ((R)-6-(1-(8-fluoro-6-(3-methylisoxazol-5-yl)-[1,2,4]triazolo[4,3-a]pyridin-3-yl)ethyl)-1,6-naphthyridin-5(6H)-one (2R)—N′-(3-fluoro-5-(3-methylisoxazol-5-yl)pyridin-2-yl)-2-(5-oxo-1,6-naphthyridin-6(5H)-yl)propanehydrazide), [Si](C)(C)(C)N=[N+]=[N-] (TMS-azide), C1(=CC=CC=C1)P(C1=CC=CC=C1)C1=CC=CC=C1 (triphenylphosphine), C1CCOC1 (THF), CCOC(=O)/N=N/C(=O)OCC (DEAD). The product is FC=1C=2N(C=C(C1)C1=CC(=NO1)C)C(=NN2)[C@@H](C)N2C(C=1C=CC=NC1C=C2)=O ((R)-6-(1-(8-fluoro-6-(3-methylisoxazol-5-yl)-[1,2,4]triazolo[4,3-a]pyridin-3-yl)ethyl)-1,6-naphthyridin-5(6H)-one). Isolated yield 81.8%. Reaction SMILES: [F:1][C:2]1[C:3]([NH:14][NH:15][C:16](=O)[C@H:17]([N:19]2[CH:28]=[CH:27][C:26]3[N:25]=[CH:24][CH:23]=[CH:22][C:21]=3[C:20]2=[O:29])[CH3:18])=[N:4][CH:5]=[C:6]([C:8]2[O:12][N:11]=[C:10]([CH3:13])[CH:9]=2)[CH:7]=1.FC1C2N(C([C@H](N3C=CC4N=CC=CC=4C3=O)C)=NN=2)C=C(C2ON=C(C)C=2)C=1.C1(P(C2C=CC=CC=2)C2C=CC=CC=2)C=CC=CC=1.C1COCC1.[Si](N=[N+]=[N-])(C)(C)C.CCOC(/N=N/C(OCC)=O)=O>CCCCCCC.CCO>[F:1][C:2]1[C:3]2[N:4]([C:16]([C@H:17]([N:19]3[CH:28]=[CH:27][C:26]4[N:25]=[CH:24][CH:23]=[CH:22][C:21]=4[C:20]3=[O:29])[CH3:18])=[N:15][N:14]=2)[CH:5]=[C:6]([C:8]2[O:12][N:11]=[C:10]([CH3:13])[CH:9]=2)[CH:7]=1 |f:0.1|. Starting materials: O (water), C([O-])([O-])=O.[K+].[K+] (potassium carbonate), ClCOCC#C (chloromethylpropargyl ether), CONS(=O)(=O)C1=CC=CC=C1 (N-methoxybenzenesulfonamide). The solvent is C(C)#N (acetonitrile). Run at time 4 hour. Yields the product CON(S(=O)(=O)C1=CC=CC=C1)COCC#C (N-methoxy-N-propargyloxymethylbenzenesulfonamide). Yield: 85.6%. RXN SMILES: [CH3:1][O:2][NH:3][S:4]([C:7]1[CH:12]=[CH:11][CH:10]=[CH:9][CH:8]=1)(=[O:6])=[O:5].C(=O)([O-])[O-].[K+].[K+].Cl[CH2:20][O:21][CH2:22][C:23]#[CH:24].O>C(#N)C>[CH3:1][O:2][N:3]([CH2:20][O:21][CH2:22][C:23]#[CH:24])[S:4]([C:7]1[CH:8]=[CH:9][CH:10]=[CH:11][CH:12]=1)(=[O:6])=[O:5] |f:1.2.3|. Reported procedure: 0.6 g of N-methoxybenzenesulfonamide was dissolved in 10 ml of acetonitrile, and 0.44 g of potassium carbonate and 0.34 g of chloromethylpropargyl ether were added thereto in this order. The mixture was stirred at room temperature for 4 hours. After completion of the reaction, water was added to the reaction solution, and the mixture was extracted with ethyl acetate. The extract was dried, concentrated, and purified by silica gel column chromatography to obtain 0.7 g of N-methoxy-N-propargyloxym... Reactants: O (Water), CC1=NOC(=C1C)NC(OCC(Cl)(Cl)Cl)=O (2,2,2-trichloroethyl (3,4-dimethylisoxazol-5-yl)carbamate), ClC1=C(C=CC=C1Cl)C=1N=C(SC1)N1CCNCC1 (1-[4-(2,3-dichlorophenyl)-1,3-thiazol-2-yl]piperazine), C(C)(C)N(CC)C(C)C (diisopropylethylamine). Run in CS(=O)C (dimethyl sulfoxide). Run at temperature 70 celsius, time 3 day. Yields the product ClC1=C(C=CC=C1Cl)C=1N=C(SC1)N1CCN(CC1)C(=O)NC1=C(C(=NO1)C)C (4-[4-(2,3-Dichlorophenyl)-1,3-thiazol-2-yl]-N-(3,4-dimethylisoxazol-5-yl)piperazine-1-carboxamide). Isolated yield 15.6%. Reaction SMILES: [CH3:1][C:2]1[C:6]([CH3:7])=[C:5]([NH:8][C:9](=[O:16])OCC(Cl)(Cl)Cl)[O:4][N:3]=1.[Cl:17][C:18]1[C:23]([Cl:24])=[CH:22][CH:21]=[CH:20][C:19]=1[C:25]1[N:26]=[C:27]([N:30]2[CH2:35][CH2:34][NH:33][CH2:32][CH2:31]2)[S:28][CH:29]=1.C(N(C(C)C)CC)(C)C.O>CS(C)=O>[Cl:17][C:18]1[C:23]([Cl:24])=[CH:22][CH:21]=[CH:20][C:19]=1[C:25]1[N:26]=[C:27]([N:30]2[CH2:35][CH2:34][N:33]([C:9]([NH:8][C:5]3[O:4][N:3]=[C:2]([CH3:1])[C:6]=3[CH3:7])=[O:16])[CH2:32][CH2:31]2)[S:28][CH:29]=1. Procedure details: A mixture of 2,2,2-trichloroethyl (3,4-dimethylisoxazol-5-yl)carbamate (121 mg, 0.420 mmol), 1-[4-(2,3-dichlorophenyl)-1,3-thiazol-2-yl]piperazine (120 mg, 0.382 mmol) and diisopropylethylamine (0.133 ml, 0.764 mmol) in dimethyl sulfoxide (1.2 ml) was stirred at 70° C. for 3 days. Water was poured to the reaction mixture, and the mixture was extracted with ethyl acetate. The extract was washed with water, and dried over anhydrous magnesium sulfate, and the solvent was distilled off under reduced... Starting materials: Cn1cncc1Br, CN(C)c1ccccc1-c1ccccc1P(C1CCCCC1)C1CCCCC1, [K+], [K+], [K+], O=C(C=Cc1ccccc1)C=Cc1ccccc1, O=C(C=Cc1ccccc1)C=Cc1ccccc1, O=C(C=Cc1ccccc1)C=Cc1ccccc1, O=P([O-])([O-])[O-], [Pd], [Pd], OB(O)c1cccc(B(O)O)c1. Product: Cn1cncc1-c1cccc(B(O)O)c1. RXN SMILES: [Br:13][c:14]1[cH:15][n:16][cH:17][n:18]1[CH3:19].[CH:28]1([P:29]([CH:30]2[CH2:31][CH2:32][CH2:33][CH2:34][CH2:35]2)[c:36]2[cH:37][cH:38][cH:39][cH:40][c:41]2-[c:42]2[cH:43][cH:44][cH:45][cH:46][c:47]2[N:48]([CH3:49])[CH3:50])[CH2:51][CH2:52][CH2:53][CH2:54][CH2:55]1.[K+:25].[K+:26].[K+:27].[O:58]=[C:59]([CH:60]=[CH:61][c:62]1[cH:63][cH:64][cH:65][cH:66][cH:67]1)[CH:68]=[CH:69][c:70]1[cH:71][cH:72][cH:73][cH:74][cH:75]1.[O:76]=[C:77]([CH:78]=[CH:79][c:80]1[cH:81][cH:82][cH:83][cH:84][cH:85]1)[CH:86]=[CH:87][c:88]1[cH:89][cH:90][cH:91][cH:92][cH:93]1.[O:94]=[C:95]([CH:96]=[CH:97][c:98]1[cH:99][cH:100][cH:101][cH:102][cH:103]1)[CH:104]=[CH:105][c:106]1[cH:107][cH:108][cH:109][cH:110][cH:111]1.[P:20]([O-:21])([O-:22])([O-:23])=[O:24].[Pd:56].[Pd:57].[c:1]1([B:10]([OH:11])[OH:12])[cH:2][c:3]([B:7]([OH:8])[OH:9])[cH:4][cH:5][cH:6]1>>[c:1]1(-[c:14]2[cH:15][n:16][cH:17][n:18]2[CH3:19])[cH:2][c:3]([B:7]([OH:8])[OH:9])[cH:4][cH:5][cH:6]1.